Dataset: the Open Reaction Database (ORD), a public repository of structured organic reaction records. Task: describe an organic reaction: reactants, conditions, products, and yield Reactants: NCCO, COc1cccc(C=O)c1, O=C1CNC(=O)N1, O. Product: COc1cccc(C=C2NC(=O)NC2=O)c1. As a reaction SMILES: [CH2:18]([CH2:19][NH2:20])[OH:21].[CH3:1][O:2][c:3]1[cH:4][c:5]([CH:6]=[O:7])[cH:8][cH:9][cH:10]1.[O:11]=[C:12]1[CH2:13][NH:14][C:15](=[O:16])[NH:17]1.[OH2:22]>>[CH3:1][O:2][c:3]1[cH:4][c:5]([CH:6]=[C:13]2[C:12](=[O:11])[NH:17][C:15](=[O:16])[NH:14]2)[cH:8][cH:9][cH:10]1. Reactants: CC1(c2cccs2)OCC(=O)Nc2ccc(Br)cc21, N#Cc1cc(F)cc(B(O)O)c1. The product is CC1(c2cccs2)OCC(=O)Nc2ccc(-c3cc(F)cc(C#N)c3)cc21. Reaction SMILES: [Br:1][c:2]1[cH:3][cH:4][c:5]2[c:6]([cH:19]1)[C:7]([c:13]1[s:14][cH:15][cH:16][cH:17]1)([CH3:18])[O:8][CH2:9][C:10](=[O:12])[NH:11]2.[F:20][c:21]1[cH:22][c:23]([C:30]#[N:31])[cH:24][c:25]([B:27]([OH:28])[OH:29])[cH:26]1>>[c:2]1(-[c:25]2[cH:24][c:23]([C:30]#[N:31])[cH:22][c:21]([F:20])[cH:26]2)[cH:3][cH:4][c:5]2[c:6]([cH:19]1)[C:7]([c:13]1[s:14][cH:15][cH:16][cH:17]1)([CH3:18])[O:8][CH2:9][C:10](=[O:12])[NH:11]2.